Dataset: the Open Reaction Database (ORD), a public repository of structured organic reaction records. Task: describe an organic reaction: reactants, conditions, products, and yield The reactants are Br, CO, CC(=O)Cl, NC(CCBr)C(=O)O. Product: COC(=O)C(N)CCBr, Cl. Reaction SMILES: [BrH:5].[CH3:14][OH:15].[CH3:1][C:2]([Cl:3])=[O:4].[NH2:6][CH:7]([C:8](=[O:9])[OH:10])[CH2:11][CH2:12][Br:13]>>[CH3:1][O:10][C:8]([CH:7]([NH2:6])[CH2:11][CH2:12][Br:13])=[O:9].[ClH:3]. The reactants are O=C(c1ccc(Br)nc1)c1cc(Br)ccc1Cl, O=C([O-])O, CC[Al](CC)CC, CO, Cl[Ce](Cl)Cl, [Na+], C1CCOC1, c1ccc(P(c2ccccc2)(c2ccccc2)[Pd](P(c2ccccc2)(c2ccccc2)c2ccccc2)(P(c2ccccc2)(c2ccccc2)c2ccccc2)P(c2ccccc2)(c2ccccc2)c2ccccc2)cc1. Yields the product CCc1ccc(C(=O)c2cc(Br)ccc2Cl)cn1. Reaction SMILES: [Br:1][c:2]1[cH:3][cH:4][c:5]([C:8](=[O:9])[c:10]2[c:11]([Cl:17])[cH:12][cH:13][c:14]([Br:16])[cH:15]2)[cH:6][n:7]1.[C:29](=[O:30])([O-:31])[OH:32].[CH2:18]([CH3:19])[Al:20]([CH2:21][CH3:22])[CH2:23][CH3:24].[CH3:39][OH:40].[Cl:25][Ce:26]([Cl:27])[Cl:28].[Na+:33].[O:34]1[CH2:35][CH2:36][CH2:37][CH2:38]1.[cH:41]1[cH:42][cH:43][c:44]([P:45]([Pd:46]([P:47]([c:48]2[cH:49][cH:50][cH:51][cH:52][cH:53]2)([c:54]2[cH:55][cH:56][cH:57][cH:58][cH:59]2)[c:60]2[cH:61][cH:62][cH:63][cH:64][cH:65]2)([P:66]([c:67]2[cH:68][cH:69][cH:70][cH:71][cH:72]2)([c:73]2[cH:74][cH:75][cH:76][cH:77][cH:78]2)[c:79]2[cH:80][cH:81][cH:82][cH:83][cH:84]2)[P:85]([c:86]2[cH:87][cH:88][cH:89][cH:90][cH:91]2)([c:92]2[cH:93][cH:94][cH:95][cH:96][cH:97]2)[c:98]2[cH:99][cH:100][cH:101][cH:102][cH:103]2)([c:104]2[cH:105][cH:106][cH:107][cH:108][cH:109]2)[c:110]2[cH:111][cH:112][cH:113][cH:114][cH:115]2)[cH:116][cH:117]1>>[c:2]1([CH2:18][CH3:19])[cH:3][cH:4][c:5]([C:8](=[O:9])[c:10]2[c:11]([Cl:17])[cH:12][cH:13][c:14]([Br:16])[cH:15]2)[cH:6][n:7]1. Starting materials: NC=1N=C(C(=NC1S(=O)(=O)C)C=1C=CC(N(N1)C(C)C)=O)C1=CC=CC=C1 (6-[5-amino-6-(methylsulfonyl)-3-phenyl-2-pyrazinyl]-2-isopropyl-3(2H)-pyridazinone), [OH-].[Na+] (NaOH), Cl (HCl). Solvent: O1CCOCC1 (dioxane). The product is NC1=NC(=C(NC1=O)C=1C=CC(N(N1)C(C)C)=O)C1=CC=CC=C1 (6-(5-amino-6-oxo-3-phenyl-1,6-dihydro-2-pyrazinyl)-2-isopropyl-3(2H)-pyridazinone). Reaction SMILES: [NH2:1][C:2]1[N:3]=[C:4]([C:22]2[CH:27]=[CH:26][CH:25]=[CH:24][CH:23]=2)[C:5]([C:12]2[CH:13]=[CH:14][C:15](=[O:21])[N:16]([CH:18]([CH3:20])[CH3:19])[N:17]=2)=[N:6][C:7]=1S(C)(=O)=O.Cl.[OH-:29].[Na+]>O1CCOCC1>[NH2:1][C:2]1[C:7](=[O:29])[NH:6][C:5]([C:12]2[CH:13]=[CH:14][C:15](=[O:21])[N:16]([CH:18]([CH3:20])[CH3:19])[N:17]=2)=[C:4]([C:22]2[CH:27]=[CH:26][CH:25]=[CH:24][CH:23]=2)[N:3]=1 |f:2.3|. Reported procedure: A solution of 6-[5-amino-6-(methylsulfonyl)-3-phenyl-2-pyrazinyl]-2-isopropyl-3(2H)-pyridazinone (200 mg) in a mixture of 1N aq. NaOH (1 ml) and dioxane (2 ml) was refluxed for 6 hours. After cooling, the mixture was adjusted to pH 4 with 1N HCl to give a precipitate. The precipitate was collected by filtration and crystallized from DMSO and water to give 6-(5-amino-6-oxo-3-phenyl-1,6-dihydro-2-pyrazinyl)-2-isopropyl-3(2H)-pyridazinone (123 mg). Yields the product COC=1C=C2C(=CC=NC2=CC1OC)OC1=CC(=C(C=C1C)NC(OC1=C(C=CC=C1)OC)=O)C (2-Methoxyphenyl N-{4-[(6,7-dimethoxy-4-quinolyl)oxy]-2,5-dimethylphenyl}carbamate). The yield is 53.3%. Procedure: 4-[(6,7-Dimethoxy-4-quinolyl)oxy]-2,5-dimethylaniline (50 mg) was added to toluene (5 ml), and triethylamine (0.5 ml), and the mixture was heated under reflux to prepare a solution. A solution of triphosgene (68 mg) in methylene chloride was then added thereto, and the mixture was heated under reflux for 10 min. Next, 2-methoxyphenol (29 mg) was added thereto, and the mixture was further stirred with heating under reflux for 3 hr. A saturated aqueous sodium bicarbonate solution was added to stop... As a reaction SMILES: [CH3:1][O:2][C:3]1[CH:4]=[C:5]2[C:10](=[CH:11][C:12]=1[O:13][CH3:14])[N:9]=[CH:8][CH:7]=[C:6]2[O:15][C:16]1[C:22]([CH3:23])=[CH:21][C:19]([NH2:20])=[C:18]([CH3:24])[CH:17]=1.ClC(Cl)(O[C:29](=[O:35])[O:30][C:31](Cl)(Cl)Cl)Cl.[CH3:37][O:38][C:39]1C=[CH:43][CH:42]=[CH:41][C:40]=1O.C(=O)(O)[O-].[Na+]>C(Cl)Cl.C(N(CC)CC)C.C1(C)C=CC=CC=1>[CH3:1][O:2][C:3]1[CH:4]=[C:5]2[C:10](=[CH:11][C:12]=1[O:13][CH3:14])[N:9]=[CH:8][CH:7]=[C:6]2[O:15][C:16]1[C:22]([CH3:23])=[CH:21][C:19]([NH:20][C:29](=[O:35])[O:30][C:31]2[CH:43]=[CH:42][CH:41]=[CH:40][C:39]=2[O:38][CH3:37])=[C:18]([CH3:24])[CH:17]=1 |f:3.4|. The solvent is C(C)N(CC)CC (triethylamine), C1(=CC=CC=C1)C (toluene), C(Cl)Cl (methylene chloride). Reactants: COC=1C=C2C(=CC=NC2=CC1OC)OC1=CC(=C(N)C=C1C)C (4-[(6,7-Dimethoxy-4-quinolyl)oxy]-2,5-dimethylaniline), ClC(Cl)(OC(OC(Cl)(Cl)Cl)=O)Cl (triphosgene), C([O-])(O)=O.[Na+] (sodium bicarbonate), COC1=C(C=CC=C1)O (2-methoxyphenol). Reactants: CCc1cc(C(=N)NO)cc(C)c1CCC(=O)O, Cc1cc(C=O)cc(C)c1O. Product: Cc1cc(C(=N)NO)cc(C)c1CCC(=O)O. As a reaction SMILES: [CH2:1]([CH3:2])[c:3]1[c:4]([CH2:14][CH2:15][C:16](=[O:17])[OH:18])[c:5]([CH3:13])[cH:6][c:7]([C:9]([NH:10][OH:11])=[NH:12])[cH:8]1.[CH3:19][c:20]1[cH:21][c:22]([CH:28]=[O:29])[cH:23][c:24]([CH3:25])[c:26]1[OH:27]>>[CH3:1][c:3]1[c:4]([CH2:14][CH2:15][C:16](=[O:17])[OH:18])[c:5]([CH3:13])[cH:6][c:7]([C:9]([NH:10][OH:11])=[NH:12])[cH:8]1. Reactants: N1C(=S)NC(=O)C1 (thiohydantoin), OC=1C=C(C=O)C=C(C1O)Cl (3,4-dihydroxy-5-chlorobenzaldehyde), N1CCCCC1 (piperidine). Run in C(C)(=O)O (acetic acid). Conditions: temperature 100 celsius. Yields the product OC=1C=C(C=C(C1O)Cl)C=C1NC(NC1=O)=S (4-[(3,4-Dihydroxy-5-chlorophenyl)methylidene]-2-thioxoimidazolidin-5-one). Reaction SMILES: [NH:1]1[CH2:7][C:5](=[O:6])[NH:4][C:2]1=[S:3].[OH:8][C:9]1[CH:10]=[C:11]([CH:14]=[C:15]([Cl:18])[C:16]=1[OH:17])[CH:12]=O.N1CCCCC1>C(O)(=O)C>[OH:8][C:9]1[CH:10]=[C:11]([CH:12]=[C:7]2[C:5](=[O:6])[NH:4][C:2](=[S:3])[NH:1]2)[CH:14]=[C:15]([Cl:18])[C:16]=1[OH:17]. Reported procedure: A solution containing 1.16 g of thiohydantoin, 1.72 g of 3,4-dihydroxy-5-chlorobenzaldehyde and 0.2 ml of piperidine in 20 ml of acetic acid was heated for 4 h at 100° C. The product was filtered and washed with ether. Yield 1.0 g, mp 303°-304° C.